From a dataset of the Open Reaction Database (ORD), a public repository of structured organic reaction records. describe an organic reaction: reactants, conditions, products, and yield Reactants: solid, Cl.O1COC2=C1C=CC=C2C2CCN(CC2)CC[C@@H]2CC[C@H](CC2)N (Trans-4-[2-(4-Benzo[1,3]dioxol-4-yl-piperidin-1-yl)-ethyl]-cyclohexylamine hydrochloride), Cl.O1COC2=C1C=CC=C2C2CCN(CC2)CC[C@@H]2CC[C@H](CC2)N (Trans-4-[2-(4-Benzo[1,3]dioxol-4-yl-piperidin-1-yl)-ethyl]-cyclohexylamine hydrochloride), OC(C(=O)O)(C)C (2-hydroxy-2-methylpropanoic acid). Product: O1COC2=C1C=CC=C2C2CCN(CC2)CC[C@@H]2CC[C@H](CC2)NC(C(C)(C)O)=O (Trans-N-{4-[2-(4-Benzo[1,3]dioxol-4-yl-piperidin-1-yl)-ethyl]-cyclohexyl}-2-hydroxy-2-methyl-propionamide). RXN SMILES: Cl.[O:2]1[C:6]2[CH:7]=[CH:8][CH:9]=[C:10]([CH:11]3[CH2:16][CH2:15][N:14]([CH2:17][CH2:18][C@H:19]4[CH2:24][CH2:23][C@H:22]([NH2:25])[CH2:21][CH2:20]4)[CH2:13][CH2:12]3)[C:5]=2[O:4][CH2:3]1.[OH:26][C:27]([CH3:32])([CH3:31])[C:28](O)=[O:29]>>[O:2]1[C:6]2[CH:7]=[CH:8][CH:9]=[C:10]([CH:11]3[CH2:16][CH2:15][N:14]([CH2:17][CH2:18][C@H:19]4[CH2:20][CH2:21][C@H:22]([NH:25][C:28](=[O:29])[C:27]([OH:26])([CH3:32])[CH3:31])[CH2:23][CH2:24]4)[CH2:13][CH2:12]3)[C:5]=2[O:4][CH2:3]1 |f:0.1|. Procedure details: The title compound, white solid (12.3 mg, 42.2%), MS (ISP) m/z=417.5 [(M+H)+], was prepared in accordance with the general method of example 1 from Trans-4-[2-(4-Benzo[1,3]dioxol-4-yl-piperidin-1-yl)-ethyl]-cyclohexylamine hydrochloride (intermediate A) (25.7 mg, 0.070 mmol) and 2-hydroxy-2-methylpropanoic acid The reactants are C(C#CC)OC1=NC=NC(=C1F)Cl (4-(2-butynyloxy)-6-chloro-5-fluoropyrimidine), N1CCC=CC1 (1,2,3,6-tetrahydropyridine). Conditions: time 3 hour. Yields the product C(C#CC)OC1=C(C(=NC=N1)N1CCC=CC1)F (1-(6-(2-butynyloxy)-5-fluoropyrimidin-4-yl)-1,2,3,6-tetrahydropyridine). Yield: 101.4%. As a reaction SMILES: [CH2:1]([O:5][C:6]1[C:11]([F:12])=[C:10](Cl)[N:9]=[CH:8][N:7]=1)[C:2]#[C:3][CH3:4].[NH:14]1[CH2:19][CH:18]=[CH:17][CH2:16][CH2:15]1>>[CH2:1]([O:5][C:6]1[N:7]=[CH:8][N:9]=[C:10]([N:14]2[CH2:15][CH:16]=[CH:17][CH2:18][CH2:19]2)[C:11]=1[F:12])[C:2]#[C:3][CH3:4]. Procedure: 0.2 g of 4-(2-butynyloxy)-6-chloro-5-fluoropyrimidine and 0.25 g of 1,2,3,6-tetrahydropyridine were mixed and left for 3 hours at room temperature. The reaction mixture was subjected to silica gel column chromatography to obtain 0.25 g of 1-(6-(2-butynyloxy)-5-fluoropyrimidin-4-yl)-1,2,3,6-tetrahydropyridine (hereinafter, referred to as Compound (53)). Starting materials: O=C([O-])[O-], CCOC(=O)c1c(-c2ccc(OS(=O)(=O)C(F)(F)F)cc2)c(C#N)c(CC)n1C, C1CCNC1, Cc1ccccc1, [Cs+], [Cs+], CC(=O)[O-], CC(=O)[O-], [Pd+2], c1ccc(P(c2ccccc2)c2ccc3ccccc3c2-c2c(P(c3ccccc3)c3ccccc3)ccc3ccccc23)cc1. The product is CCOC(=O)c1c(-c2ccc(N3CCCC3)cc2)c(C#N)c(CC)n1C. As a reaction SMILES: [C:81](=[O:82])([O-:83])[O-:84].[CH2:1]([CH3:2])[O:3][C:4](=[O:5])[c:6]1[n:7]([CH3:29])[c:8]([CH2:27][CH3:28])[c:9]([C:25]#[N:26])[c:10]1-[c:11]1[cH:12][cH:13][c:14]([O:17][S:18]([C:19]([F:20])([F:21])[F:22])(=[O:23])=[O:24])[cH:15][cH:16]1.[CH2:30]1[CH2:31][CH2:32][NH:33][CH2:34]1.[CH3:87][c:88]1[cH:89][cH:90][cH:91][cH:92][cH:93]1.[Cs+:85].[Cs+:86].[O-:95][C:96]([CH3:97])=[O:98].[O-:99][C:100]([CH3:101])=[O:102].[Pd+2:94].[cH:35]1[cH:36][cH:37][c:38]([P:39]([c:40]2[cH:41][cH:42][c:43]3[c:44]([cH:45][cH:46][cH:47][cH:48]3)[c:49]2-[c:50]2[c:51]3[c:52]([cH:53][cH:54][cH:55][cH:56]3)[cH:57][cH:58][c:59]2[P:60]([c:61]2[cH:62][cH:63][cH:64][cH:65][cH:66]2)[c:67]2[cH:68][cH:69][cH:70][cH:71][cH:72]2)[c:73]2[cH:74][cH:75][cH:76][cH:77][cH:78]2)[cH:79][cH:80]1>>[CH2:1]([CH3:2])[O:3][C:4](=[O:5])[c:6]1[n:7]([CH3:29])[c:8]([CH2:27][CH3:28])[c:9]([C:25]#[N:26])[c:10]1-[c:11]1[cH:12][cH:13][c:14]([N:33]2[CH2:32][CH2:31][CH2:30][CH2:34]2)[cH:15][cH:16]1. Reactants: C(C)OC(=O)C1=NN(C(=C1)C1=NC=CC=C1)C (1-methyl-5-pyridin-2-yl-1H-pyrazole-3-carboxylic acid ethyl ester), [OH-].[Na+] (NaOH), Cl (HCl). Solvent: C(C)O (ethanol). Conditions: time 5 hour. Product: CN1N=C(C=C1C1=NC=CC=C1)C(=O)O (1-Methyl-5-pyridin-2-yl-1H-pyrazole-3-carboxylic acid). Isolated yield 138.9%. As a reaction SMILES: C([O:3][C:4]([C:6]1[CH:10]=[C:9]([C:11]2[CH:16]=[CH:15][CH:14]=[CH:13][N:12]=2)[N:8]([CH3:17])[N:7]=1)=[O:5])C.[OH-].[Na+].Cl>C(O)C>[CH3:17][N:8]1[C:9]([C:11]2[CH:16]=[CH:15][CH:14]=[CH:13][N:12]=2)=[CH:10][C:6]([C:4]([OH:5])=[O:3])=[N:7]1 |f:1.2|. Procedure: To a stirred solution of 1-methyl-5-pyridin-2-yl-1H-pyrazole-3-carboxylic acid ethyl ester (655 mg, 2.8 mmol) at r.t. in ethanol (6 ml) under an argon atmosphere was added 1 N NaOH (5.7 ml) in one portion. The mixture was stirred at r.t. for 5 hrs, neutralized by the addition of 1 N HCl and concentrated to leave a light brown solid. This was triturated in a mixture of Et2O (10 ml) and EtOH (1 ml). The suspension was stirred at r.t. for 2 h. The solids was collected by filtration, washed with Et2...